Task: describe an organic reaction: reactants, conditions, products, and yield. Dataset: the Open Reaction Database (ORD), a public repository of structured organic reaction records Starting materials: FC1=C(C=CC=C1C(CCCCC)O)C1(OCCO1)C (2-[2-fluoro-3-(1-hydroxyhexyl)phenyl]-2-methyl-1,3-dioxolane), CI (methyl iodide), [H-].[Na+] (sodium hydride), [Cl-].[NH4+] (ammonium chloride). The solvent is CN(C)C=O (DMF). Run at time 1 hour. Product: FC1=C(C=CC=C1C(CCCCC)OC)C1(OCCO1)C (2-[2-fluoro-3-(1-methyloxyhexyl)phenyl]-2-methyl-1,3-dioxolane). As a reaction SMILES: [F:1][C:2]1[C:7]([CH:8]([OH:14])[CH2:9][CH2:10][CH2:11][CH2:12][CH3:13])=[CH:6][CH:5]=[CH:4][C:3]=1[C:15]1([CH3:20])[O:19][CH2:18][CH2:17][O:16]1.[CH3:21]I.[H-].[Na+].[Cl-].[NH4+]>CN(C=O)C>[F:1][C:2]1[C:7]([CH:8]([O:14][CH3:21])[CH2:9][CH2:10][CH2:11][CH2:12][CH3:13])=[CH:6][CH:5]=[CH:4][C:3]=1[C:15]1([CH3:20])[O:16][CH2:17][CH2:18][O:19]1 |f:2.3,4.5|. Procedure details: To a DMF (35 mL) solution of 2-[2-fluoro-3-(1-hydroxyhexyl)phenyl]-2-methyl-1,3-dioxolane e (6.9 g) and methyl iodide (6.1 mL) was added sodium hydride (1.96 g) under ice-cooling. After the reaction mixture was stirred at room temperature for 1 h, a saturated ammonium chloride aqueous solution was added into the reaction mixture. The reaction mixture was extracted with ethyl acetate, and the organic layer was washed with water, and brine, dried over magnesium sulfate, and evaporated. The obtaine... Starting materials: CS, CC(C)=O, Clc1nc(Cl)nc(Cl)n1, Cl, Cc1cc(C)nc(C)c1, Cc1cc(C)nc(C)c1. Yields the product CSc1nc(Cl)nc(Cl)n1. RXN SMILES: [CH3:1][SH:2].[CH3:31][C:32](=[O:33])[CH3:34].[Cl:3][c:4]1[n:5][c:6]([Cl:7])[n:8][c:9]([Cl:10])[n:11]1.[ClH:21].[n:12]1[c:13]([CH3:14])[cH:15][c:16]([CH3:17])[cH:18][c:19]1[CH3:20].[n:22]1[c:23]([CH3:24])[cH:25][c:26]([CH3:27])[cH:28][c:29]1[CH3:30]>>[CH3:1][S:2][c:9]1[n:8][c:6]([Cl:7])[n:5][c:4]([Cl:3])[n:11]1. Reaction SMILES: [C:1]([c:2]1[cH:3][c:4]([C:5](=[O:6])[O-:7])[cH:8][cH:9][cH:10]1)(=[O:11])[O:12][CH3:13].[CH2:17]([Cl:18])[CH2:19][Cl:20].[CH2:33]1[O:34][CH2:35][CH2:36][CH2:37]1.[CH3:14][NH:15][CH3:16].[CH3:38][OH:39].[ClH:21].[OH2:22].[OH2:40].[OH:23][n:24]1[c:25]2[cH:26][cH:27][cH:28][cH:29][c:30]2[n:31][n:32]1>>[C:1]([c:2]1[cH:3][c:4]([C:5](=[O:6])[N:15]([CH3:14])[CH3:16])[cH:8][cH:9][cH:10]1)(=[O:11])[O:12][CH3:13]. Starting materials: COC(=O)c1cccc(C(=O)[O-])c1, ClCCCl, C1CCOC1, CNC, CO, Cl, O, O, On1nnc2ccccc21. The product is COC(=O)c1cccc(C(=O)N(C)C)c1. Reactants: C(C1=CC=CC=C1)OCC=1N(C(=C(N1)C(C)C)SC1=CC(=CC(=C1)Cl)Cl)CC(C)O (2-benzyloxymethyl-5-(3,5-dichlorophenylthio)-1-(2-hydroxy-propyl)-4-isopropyl-1H-imidazole), C(O)([O-])=O.[Na+] (sodium hydrogen carbonate). Run in Cl (hydrochloric acid). Run at temperature 110 celsius. Product: ClC=1C=C(C=C(C1)Cl)SC1=C(N=C(N1CC(C)O)CO)C(C)C (5-(3,5-dichlorophenylthio)-2-hydroxymethyl-1-(2-hydroxypropyl)-4-isopropyl-1H-imidazole). Isolated yield 84.5%. Reaction SMILES: C([O:8][CH2:9][C:10]1[N:11]([CH2:27][CH:28]([OH:30])[CH3:29])[C:12]([S:18][C:19]2[CH:24]=[C:23]([Cl:25])[CH:22]=[C:21]([Cl:26])[CH:20]=2)=[C:13]([CH:15]([CH3:17])[CH3:16])[N:14]=1)C1C=CC=CC=1.C(=O)([O-])O.[Na+]>Cl>[Cl:26][C:21]1[CH:20]=[C:19]([S:18][C:12]2[N:11]([CH2:27][CH:28]([OH:30])[CH3:29])[C:10]([CH2:9][OH:8])=[N:14][C:13]=2[CH:15]([CH3:17])[CH3:16])[CH:24]=[C:23]([Cl:25])[CH:22]=1 |f:1.2|. Procedure: In 55 ml of concentrated hydrochloric acid was dissolved 13.4 g (28.7 mmol) of the alcohol (140a), and after the mixture was stirred with heating at 110° C. for 2 hours, a saturated aqueous sodium hydrogen carbonate solution was added to the reaction mixture. The mixture was distilled off under reduced pressure and the residue was extracted with ethyl acetate. The extract was washed with water, dried and the solvent was distilled off. The residue was purified by silica gel column chromatography ... Reactants: Br (hydrogen bromide), C1OC(CC2=CC=CC=C12)=O (1,4-dihydro-3H-isochromene-3-one), C(C)O (ethanol). Conditions: temperature 70 celsius, time 8 hour. Product: C(C)(=O)OCCC1=C(C=CC=C1)CBr ([2-(bromomethyl)phenyl]ethyl acetate). Reaction SMILES: [BrH:1].[CH2:2]1[C:11]2[C:6](=[CH:7][CH:8]=[CH:9][CH:10]=2)[CH2:5][C:4](=[O:12])O1.[CH2:13]([OH:15])[CH3:14]>>[C:13]([O:12][CH2:4][CH2:5][C:6]1[CH:7]=[CH:8][CH:9]=[CH:10][C:11]=1[CH2:2][Br:1])(=[O:15])[CH3:14]. Procedure details: An ethanol solution of hydrogen bromide (25%, 10 ml) was added to 1,4-dihydro-3H-isochromene-3-one (500 mg) and stirred at 70° C. overnight. After removing the solvent, the residue was roughly purified with a silica gel chromatography (hexane-ethyl acetate) to obtain a crude material of [2-(bromomethyl)phenyl]ethyl acetate. Methyl 3-(4-aminophenyl)-2-[(2,6-dichlorobenzoyl)amino]propionate (520 mg), triethylamine (490 μl) and DMF (5 ml) were added to the crude material and stirred at 125° C. for ... The product is S1C(=NC=C1)C1(CC(CC2=CC(=CC=C12)OC)C(=O)OCC)O (1-(2-thiazolyl)-3-carbethoxy-6-methoxy-1,2,3,4-tetrahydro-1-naphthol), S1C=NC=C1C1=CC(=CC2=CC(=CC=C12)O)C(=O)OC (1-(5-Thiazolyl)-3-carbomethoxy-6-naphthol). RXN SMILES: [S:1]1[C:5]([C:6]2([OH:23])[C:15]3[C:10](=[CH:11][C:12]([O:16][CH3:17])=[CH:13][CH:14]=3)[CH2:9][CH:8]([C:18]([O:20][CH2:21][CH3:22])=[O:19])[CH2:7]2)=[CH:4][N:3]=[CH:2]1>C1C=CC2C(=CC=CC=2O)C=1>[S:1]1[CH:5]=[CH:4][N:3]=[C:2]1[C:6]1([OH:23])[C:15]2[C:10](=[CH:11][C:12]([O:16][CH3:17])=[CH:13][CH:14]=2)[CH2:9][CH:8]([C:18]([O:20][CH2:21][CH3:22])=[O:19])[CH2:7]1.[S:1]1[C:5]([C:6]2[C:15]3[C:10](=[CH:11][C:12]([OH:16])=[CH:13][CH:14]=3)[CH:9]=[C:8]([C:18]([O:20][CH3:21])=[O:19])[CH:7]=2)=[CH:4][N:3]=[CH:2]1. Reported procedure: Following the procedure described in Naphthol 5, Steps 5-8, but substituting 1-(5-thiazolyl)-3-carbethoxy-6-methoxy-1,2,3,4-tetrahydro-1-naphthol from Step 1, for 1-(2-thiazolyl)-3-carbethoxy-6-methoxy-1,2,3,4-tetrahydro-1-naphthol, the title product was obtained as an orange solid. Starting materials: S1C=NC=C1C1(CC(CC2=CC(=CC=C12)OC)C(=O)OCC)O (1-(5-Thiazolyl)-3-carbethoxy-6-methoxy-1,2,3,4-tetrahydro-1-naphthol). Solvent: C=1C=CC=2C(C1)=CC=CC2O (Naphthol).